From a dataset of the Open Reaction Database (ORD), a public repository of structured organic reaction records. describe an organic reaction: reactants, conditions, products, and yield The reactants are C(CCCCCCCC=CCCCCCCCC)NCC(CN1CCN(CC1)CC(CNCCCCCCCCC=CCCCCCCCC)O)O (octadec-9-enyl-{2-hydroxy-3-[4-(3-octadec-9-enylamino-2-hydroxypropyl)-piperazin-1-yl]-propyl}-amine), BrCCCN1C(C=2C(C1=O)=CC=CC2)=O (N-(3-bromopropyl)phthalimide), C(C)(C)N(CC)C(C)C (diisopropylethylamine). Solvent: CN(C)C=O (DMF), C(Cl)(Cl)Cl (chloroform). Conditions: temperature 100 celsius. Yields the product C(C=1C(C(=O)N)=CC=CC1)(=O)N (phthlamide). As a reaction SMILES: C([NH:19]CC(O)CN1CCN(CC(O)CNCCCCCCCCC=CCCCCCCCC)CC1)CCCCCCCC=CCCCCCCCC.BrCCC[N:57]1[C:61](=[O:62])[C:60]2=[CH:63][CH:64]=[CH:65][CH:66]=[C:59]2[C:58]1=[O:67].C(N(C(C)C)CC)(C)C>CN(C=O)C.C(Cl)(Cl)Cl>[C:58]([NH2:19])(=[O:67])[C:59]1[C:60](=[CH:63][CH:64]=[CH:65][CH:66]=1)[C:61]([NH2:57])=[O:62]. Procedure details: Compound 3 (2.5 g) was treated with N-(3-bromopropyl)phthalimide (2.19 g) and diisopropylethylamine (2 ml) in DMF (10 ml). The reaction mixture was heated at 100° C. for 3 hours and then diluted with chloroform (300 ml) and extracted with water (4×300 ml). The chloroform was removed on a rotary evaporator and the residue subjected to flash chromatography using chloroform and methanol/chloroform as eluants to obtain the desired phthlamide adduct (Compound 4). Hydrazine hydrate (0.75 ml) was added...